This data is from the Open Reaction Database (ORD), a public repository of structured organic reaction records. The task is: describe an organic reaction: reactants, conditions, products, and yield Reactants: O (Water), [H-].[Na+] (Sodium hydride), [N+](=O)([O-])C1=CC=C(C=C1)N1C(C2=CC=CC=C2C2=C1N1C(=N2)C=CC(=C1)NC(CCCCC)=O)=O (N-[5,6-dihydro-6-(4-nitrophenyl)-5-oxo-pyrido[2′,1′:2,3]imidazo[4,5-c]isoquinolin-9-yl]-hexanamide), CI (Methyl iodide). Run in CN(C)C=O (DMF). Reaction conditions: time 1 hour. Product: [N+](=O)([O-])C1=CC=C(C=C1)N1C(C2=CC=CC=C2C2=C1N1C(=N2)C=CC(=C1)N(C(CCCCC)=O)C)=O (N-[5,6-dihydro-6-(4-nitrophenyl)-5-oxo-pyrido[2′,1′:2,3]-imidazo[4,5-c]isoquinolin-9-yl]-N-methyl-hexanamide). Yield: 95.2%. RXN SMILES: [H-].[Na+].[N+:3]([C:6]1[CH:11]=[CH:10][C:9]([N:12]2[C:21]3[N:22]4[CH:28]=[C:27]([NH:29][C:30](=[O:36])[CH2:31][CH2:32][CH2:33][CH2:34][CH3:35])[CH:26]=[CH:25][C:23]4=[N:24][C:20]=3[C:19]3[C:14](=[CH:15][CH:16]=[CH:17][CH:18]=3)[C:13]2=[O:37])=[CH:8][CH:7]=1)([O-:5])=[O:4].[CH3:38]I.O>CN(C=O)C>[N+:3]([C:6]1[CH:7]=[CH:8][C:9]([N:12]2[C:21]3[N:22]4[CH:28]=[C:27]([N:29]([CH3:38])[C:30](=[O:36])[CH2:31][CH2:32][CH2:33][CH2:34][CH3:35])[CH:26]=[CH:25][C:23]4=[N:24][C:20]=3[C:19]3[C:14](=[CH:15][CH:16]=[CH:17][CH:18]=3)[C:13]2=[O:37])=[CH:10][CH:11]=1)([O-:5])=[O:4] |f:0.1|. Procedure: Sodium hydride (1.6 equiv., 1.029 mmol, 0.041 g (60%)) was added to a solution of 86 (1.0 equiv., 0.643 mmol, 0.302 g) in DMF (15 ml), the reaction mixture was stirred for 1 h at room temperature. Methyl iodide (1.2 equiv., 0.772 mmol, 0.110 g) was added and the mixture was stirred at room temperature for 24 h. Water was added to the reaction mixture, and the formed precipitate was filtered off and washed with water and isopropyl ether to give N-[5,6-dihydro-6-(4-nitrophenyl)-5-oxo-pyrido[2′,1′:... Reactants: [BH4-].[Na+] (sodium borohydride), C(C1=CC=CC=C1)=O (benzaldehyde), [BH4-].[Na+] (sodium borohydride), N[C@@H](CCC(=O)O)C(=O)O (L-Glutamic acid), [Na] (monosodium), [OH-].[Na+] (sodium hydroxide). Reagents/catalysts: C(C1=CC=CC=C1)=O (benzaldehyde). Solvent: O (water). Conditions: temperature 10 celsius, time 10 minute. Yields the product O=C1CC[C@H](N1CC1=CC=CC=C1)C(=O)O ((S)-5-oxo-1-(phenylmethyl)-2-pyrrolidinecarboxylic acid). Isolated yield 55.0%. Reaction SMILES: [NH2:1][C@H:2]([C:8]([OH:10])=[O:9])[CH2:3][CH2:4][C:5]([OH:7])=O.[Na].[OH-].[Na+].[CH:14](=O)[C:15]1[CH:20]=[CH:19][CH:18]=[CH:17][CH:16]=1.[BH4-].[Na+]>O.C(=O)C1C=CC=CC=1>[O:7]=[C:5]1[N:1]([CH2:14][C:15]2[CH:20]=[CH:19][CH:18]=[CH:17][CH:16]=2)[C@H:2]([C:8]([OH:10])=[O:9])[CH2:3][CH2:4]1 |f:2.3,5.6,^1:10|. Procedure details: L-Glutamic acid, monosodium salt (250 g, 1.33 mol) was added at room temperature to a solution of sodium hydroxide (53.6 g, 1.34 mol) in 550 mL of water. To the resulting solution was added benzaldehyde (142.3 g, 1.34 mol). The mixture was stirred and cooled to 10° C. and sodium borohydride (15.2 g, 0.409 mol) was added in portions, keeping the temperature at 10°-15° C. The mixture was stirred for 30 min, and another portion of benzaldehyde (7.5 g, 0.07 mol) was added. After 10 min, a second por... Reactants: O=[N+]([O-])c1ccc(Br)cc1Nc1ccccc1, CNC, CN1CCCC1=O, C1CCOC1. Yields the product CN(C)c1ccc([N+](=O)[O-])c(Nc2ccccc2)c1. RXN SMILES: [Br:1][c:2]1[cH:3][cH:4][c:5]([N+:15](=[O:16])[O-:17])[c:6]([NH:8][c:9]2[cH:10][cH:11][cH:12][cH:13][cH:14]2)[cH:7]1.[CH3:18][NH:19][CH3:20].[CH3:26][N:27]1[CH2:28][CH2:29][CH2:30][C:31]1=[O:32].[O:21]1[CH2:22][CH2:23][CH2:24][CH2:25]1>>[c:2]1([N:19]([CH3:18])[CH3:20])[cH:3][cH:4][c:5]([N+:15](=[O:16])[O-:17])[c:6]([NH:8][c:9]2[cH:10][cH:11][cH:12][cH:13][cH:14]2)[cH:7]1. The reactants are O([Si](C)(C)C(C)(C)C)CC=1C=CC(=NC1)C1=C(C#N)C=CC=C1 (2-[5-(tert-butyldimethylsiloxymethyl)pyridin-2-yl]benzonitrile), [N+](CCCC)(CCCC)(CCCC)CCCC.[F-].O (nBu4NF hydrate). The solvent is C1CCOC1 (THF), CCOC(=O)C (EtOAc). Conditions: time 18 hour. Product: OCC=1C=CC(=NC1)C1=C(C#N)C=CC=C1 (2-[5-(Hydroxymethyl)pyridin-2-yl]benzonitrile). Isolated yield 79.3%. RXN SMILES: [O:1]([CH2:9][C:10]1[CH:11]=[CH:12][C:13]([C:16]2[CH:23]=[CH:22][CH:21]=[CH:20][C:17]=2[C:18]#[N:19])=[N:14][CH:15]=1)[Si](C(C)(C)C)(C)C.[N+](CCCC)(CCCC)(CCCC)CCCC.[F-].O>C1COCC1.CCOC(C)=O>[OH:1][CH2:9][C:10]1[CH:11]=[CH:12][C:13]([C:16]2[CH:23]=[CH:22][CH:21]=[CH:20][C:17]=2[C:18]#[N:19])=[N:14][CH:15]=1 |f:1.2.3|. Reported procedure: A mixture of 2-[5-(tert-butyldimethylsiloxymethyl)pyridin-2-yl]benzonitrile (4.9 g, 0.021 mol) and nBu4NF hydrate (8.1 g, 0.031 mol) in THF (60 mL) was stirred at room temperature for 18 h. The mixture was diluted with EtOAc, washed with water and brine, dried (MgSO4), and concentrated to give 3.5 g (80%) of product as a brown solid, mp 152°-153° C. Reactants: ClCCC(=O)NC=1C=C(C=CC1)C(C#N)C (2-[3-(3-chloropropionylamino)phenyl]propionitrile), [Al+3].[Cl-].[Cl-].[Cl-] (AlCl3). Run in C(Cl)Cl (CH2Cl2). Conditions: temperature 0 celsius, time 5 minute. Yields the product O=C1NC2=CC(=CC=C2CC1)C(C#N)C (2-(2-oxo-1,2,3,4-tetrahydro-quinolin-7-yl]propionitrile). The yield is 62.1%. As a reaction SMILES: Cl[CH2:2][CH2:3][C:4]([NH:6][C:7]1[CH:8]=[C:9]([CH:13]([CH3:16])[C:14]#[N:15])[CH:10]=[CH:11][CH:12]=1)=[O:5].[Al+3].[Cl-].[Cl-].[Cl-]>C(Cl)Cl>[O:5]=[C:4]1[CH2:3][CH2:2][C:12]2[C:7](=[CH:8][C:9]([CH:13]([CH3:16])[C:14]#[N:15])=[CH:10][CH:11]=2)[NH:6]1 |f:1.2.3.4|. Reported procedure: To a solution of 2-[3-(3-chloropropionylamino)phenyl]propionitrile (0.654 g, 2.77 mmol) in CH2Cl2 (8 mL) at 0° C. AlCl3, (1.10 g, 8.31 mmol) was added portionwise. The reaction mixture was stirred 5 min, then was refluxed 8 h. After cooling at 0° C., the mixture was washed with 6N HCl solution (3×10 mL), water (3×10 mL) and brine (2×10 mL). After drying over Na2SO4 and solvent evaporation a crude residue was obtained that, after flash chromatography (eluent mixture n-hexane/EtOAc 85:15), afforde... Starting materials: CC(C)(C)[O-], C=C(C)COc1ccc(Cl)cc1, [K+], O. Product: CC(C)=COc1ccc(Cl)cc1. Reaction SMILES: [CH3:13][C:14]([CH3:15])([O-:16])[CH3:17].[Cl:1][c:2]1[cH:3][cH:4][c:5]([O:6][CH2:7][C:8](=[CH2:9])[CH3:10])[cH:11][cH:12]1.[K+:18].[OH2:19]>>[Cl:1][c:2]1[cH:3][cH:4][c:5]([O:6][CH:7]=[C:8]([CH3:9])[CH3:10])[cH:11][cH:12]1. The reactants are CCn1cc(C(=O)O)c(=O)c2cc(F)c(F)c(F)c21, C1CCNC1, c1ccncc1. Product: CCn1cc(C(=O)O)c(=O)c2cc(F)c(N3CCCC3)c(F)c21. Reaction SMILES: [CH2:1]([CH3:2])[n:3]1[cH:4][c:5]([C:17](=[O:18])[OH:19])[c:6](=[O:16])[c:7]2[cH:8][c:9]([F:15])[c:10]([F:14])[c:11]([F:13])[c:12]12.[CH2:20]1[CH2:21][CH2:22][NH:23][CH2:24]1.[cH:25]1[cH:26][cH:27][n:28][cH:29][cH:30]1>>[CH2:1]([CH3:2])[n:3]1[cH:4][c:5]([C:17](=[O:18])[OH:19])[c:6](=[O:16])[c:7]2[cH:8][c:9]([F:15])[c:10]([N:23]3[CH2:22][CH2:21][CH2:20][CH2:24]3)[c:11]([F:13])[c:12]12. Starting materials: O=C([O-])[O-], CC(N)CN(C)C, O=[N+]([O-])c1ccc(F)cc1, [K+], [K+], CN(C)C=O. Product: CC(CN(C)C)Nc1ccc([N+](=O)[O-])cc1. RXN SMILES: [C:8](=[O:9])([O-:10])[O-:11].[CH3:1][N:2]([CH2:3][CH:4]([CH3:5])[NH2:6])[CH3:7].[F:14][c:15]1[cH:16][cH:17][c:18]([N+:21](=[O:22])[O-:23])[cH:19][cH:20]1.[K+:12].[K+:13].[O:24]=[CH:25][N:26]([CH3:27])[CH3:28]>>[CH3:1][N:2]([CH2:3][CH:4]([CH3:5])[NH:6][c:15]1[cH:16][cH:17][c:18]([N+:21](=[O:22])[O-:23])[cH:19][cH:20]1)[CH3:7]. Reactants: CC(C)(C)OC(=O)Nc1cn2nc(Cn3nnc4ccc(Br)cc43)ccc2n1, Cl, C1COCCO1. Product: Cl, Nc1cn2nc(Cn3nnc4ccc(Br)cc43)ccc2n1. RXN SMILES: [C:1]([O:2][C:3](=[O:4])[NH:7][c:8]1[n:9][c:10]2[n:11]([n:12][c:13]([CH2:16][n:17]3[n:18][n:19][c:20]4[c:21]3[cH:22][c:23]([Br:26])[cH:24][cH:25]4)[cH:14][cH:15]2)[cH:27]1)([CH3:5])([CH3:6])[CH3:28].[ClH:29].[O:30]1[CH2:31][CH2:32][O:33][CH2:34][CH2:35]1>>[ClH:29].[NH2:7][c:8]1[n:9][c:10]2[n:11]([n:12][c:13]([CH2:16][n:17]3[n:18][n:19][c:20]4[c:21]3[cH:22][c:23]([Br:26])[cH:24][cH:25]4)[cH:14][cH:15]2)[cH:27]1. The reactants are [BH3-]C#N, CCOC(=O)C1CCNCC1, CC(C)=O, CC(=O)O, CO, [Na+]. Product: CCOC(=O)C1CCN(C(C)C)CC1. As a reaction SMILES: [C:20]([BH3-:21])#[N:22].[CH2:1]([CH3:2])[O:3][C:4](=[O:5])[CH:6]1[CH2:7][CH2:8][NH:9][CH2:10][CH2:11]1.[CH3:12][C:13]([CH3:14])=[O:15].[CH3:16][C:17](=[O:18])[OH:19].[CH3:24][OH:25].[Na+:23]>>[CH2:1]([CH3:2])[O:3][C:4](=[O:5])[CH:6]1[CH2:7][CH2:8][N:9]([CH:13]([CH3:12])[CH3:14])[CH2:10][CH2:11]1.